Dataset: the Open Reaction Database (ORD), a public repository of structured organic reaction records. Task: describe an organic reaction: reactants, conditions, products, and yield The reactants are CC(=O)O, CCCCC(=O)Cn1cc(-c2ccccc2OC)nc1CNC(=O)OCc1ccccc1. Product: CCCCC1Cn2cc(-c3ccccc3OC)nc2CN1. Reaction SMILES: [C:33]([OH:34])(=[O:35])[CH3:36].[O:1]=[C:2]([CH2:3][n:4]1[c:5]([CH2:17][NH:18][C:19]([O:20][CH2:21][c:22]2[cH:23][cH:24][cH:25][cH:26][cH:27]2)=[O:28])[n:6][c:7](-[c:9]2[c:10]([O:15][CH3:16])[cH:11][cH:12][cH:13][cH:14]2)[cH:8]1)[CH2:29][CH2:30][CH2:31][CH3:32]>>[CH:2]1([CH2:29][CH2:30][CH2:31][CH3:32])[CH2:3][n:4]2[c:5]([n:6][c:7](-[c:9]3[c:10]([O:15][CH3:16])[cH:11][cH:12][cH:13][cH:14]3)[cH:8]2)[CH2:17][NH:18]1. Starting materials: BrC1=CN(C=2N=CN=C(C21)N[C@@H](C)C2=NN1C(C(N2C2=CC=CC=C2)=O)=C(C=C1)C)COCC[Si](C)(C)C ((S)-2-(1-((5-Bromo-7-((2-(trimethylsilyl)ethoxy)methyl)-7H-pyrrolo[2,3-d]pyrimidin-4-yl)amino)ethyl)-5-methyl-3-phenylpyrrolo[2,1-f][1,2,4]triazin-4(3H)-one), CC1(OB(OC1(C)C)C1=CC=C(C=C1)NS(=O)(=O)C)C (N-(4-(4,4,5,5-tetramethyl-1,3,2-dioxaborolan-2-yl)phenyl)methanesulfonamide), C([O-])([O-])=O.[Na+].[Na+] (sodium carbonate). The solvent is COCCOC (1,2-dimethoxyethane), O (water). Product: CC=1C=CN2N=C(N(C(C21)=O)C2=CC=CC=C2)[C@H](C)NC=2C1=C(N=CN2)N(C=C1C1=CC=C(C=C1)NS(=O)(=O)C)COCC[Si](C)(C)C ((S)—N-(4-(4-((1-(5-Methyl-4-oxo-3-phenyl-3,4-dihydropyrrolo[2,1-f][1,2,4]triazin-2-yl)ethyl)amino)-7-((2-(trimethylsilyl)ethoxy)methyl)-7H-pyrrolo[2,3-d]pyrimidin-5-yl)phenyl)methanesulfonamide). The yield is 62.0%. RXN SMILES: Br[C:2]1[C:10]2[C:9]([NH:11][C@H:12]([C:14]3[N:19]([C:20]4[CH:25]=[CH:24][CH:23]=[CH:22][CH:21]=4)[C:18](=[O:26])[C:17]4=[C:27]([CH3:30])[CH:28]=[CH:29][N:16]4[N:15]=3)[CH3:13])=[N:8][CH:7]=[N:6][C:5]=2[N:4]([CH2:31][O:32][CH2:33][CH2:34][Si:35]([CH3:38])([CH3:37])[CH3:36])[CH:3]=1.CC1(C)C(C)(C)OB([C:47]2[CH:52]=[CH:51][C:50]([NH:53][S:54]([CH3:57])(=[O:56])=[O:55])=[CH:49][CH:48]=2)O1.C(=O)([O-])[O-].[Na+].[Na+]>COCCOC.O>[CH3:30][C:27]1[CH:28]=[CH:29][N:16]2[C:17]=1[C:18](=[O:26])[N:19]([C:20]1[CH:25]=[CH:24][CH:23]=[CH:22][CH:21]=1)[C:14]([C@@H:12]([NH:11][C:9]1[C:10]3[C:2]([C:47]4[CH:48]=[CH:49][C:50]([NH:53][S:54]([CH3:57])(=[O:55])=[O:56])=[CH:51][CH:52]=4)=[CH:3][N:4]([CH2:31][O:32][CH2:33][CH2:34][Si:35]([CH3:37])([CH3:38])[CH3:36])[C:5]=3[N:6]=[CH:7][N:8]=1)[CH3:13])=[N:15]2 |f:2.3.4|. Procedure details: (S)-2-(1-((5-Bromo-7-((2-(trimethylsilyl)ethoxy)methyl)-7H-pyrrolo[2,3-d]pyrimidin-4-yl)amino)ethyl)-5-methyl-3-phenylpyrrolo[2,1-f][1,2,4]triazin-4(3H)-one (75 mg, 0.13 mmol) was treated with N-(4-(4,4,5,5-tetramethyl-1,3,2-dioxaborolan-2-yl)phenyl)methanesulfonamide (94 mg, 0.32 mmol), sodium carbonate (33 mg, 0.32 mmols), 1,1′-bis(diphenylphosphino)ferrocene-palladium(II)dichloride dichloromethane complex (31 mg, 0.04 mmol) and 3 ml 1,2-dimethoxyethane and 0.75 ml water as a solvents accordin... RXN SMILES: [Al+3:3].[F:7][c:8]1[cH:9][cH:10][c:11]([CH2:12][CH2:13][N:14]2[CH2:15][CH2:16][CH:17]([n:20]3[cH:21][cH:22][c:23]4[cH:24][cH:25][c:26]([CH:29]=[N:30][OH:31])[cH:27][c:28]34)[CH2:18][CH2:19]2)[cH:32][cH:33]1.[H-:1].[H-:4].[H-:5].[H-:6].[Li+:2].[Na+:36].[O:37]1[CH2:38][CH2:39][CH2:40][CH2:41]1.[OH-:35].[OH2:34]>>[F:7][c:8]1[cH:9][cH:10][c:11]([CH2:12][CH2:13][N:14]2[CH2:15][CH2:16][CH:17]([n:20]3[cH:21][cH:22][c:23]4[cH:24][cH:25][c:26]([CH2:29][NH2:30])[cH:27][c:28]34)[CH2:18][CH2:19]2)[cH:32][cH:33]1. Yields the product NCc1ccc2ccn(C3CCN(CCc4ccc(F)cc4)CC3)c2c1. The reactants are [Al+3], ON=Cc1ccc2ccn(C3CCN(CCc4ccc(F)cc4)CC3)c2c1, [H-], [H-], [H-], [H-], [Li+], [Na+], C1CCOC1, [OH-], O. Starting materials: BrCCOC(C)=O (Bromoethylacetate), C(C)C1=C(C=C(C=C1)C(=C1CC(CC(C1)(C)C)(C)C)C1=CC=CC=C1)O (2-Ethyl-5-[phenyl(3,3,5,5-tetramethylcyclohexylidene)methyl]phenol), C(=O)([O-])[O-].[K+].[K+] (K2CO3). Solvent: CC(=O)C (acetone). Reaction conditions: temperature 100 celsius. Product: CC1=C(C=C(C=C1)C(=C1CC(CC(C1)(C)C)(C)C)C1=CC=CC=C1)OCC(=O)OCC (Ethyl ({2-methyl-5-[phenyl(3,3,5,5-tetramethylcyclohexylidene)methyl]phenyl}oxy)acetate). Isolated yield 99.0%. As a reaction SMILES: Br[CH2:2][CH2:3][O:4][C:5](=[O:7])[CH3:6].[CH2:8]([C:10]1[CH:15]=[CH:14][C:13]([C:16]([C:27]2[CH:32]=[CH:31][CH:30]=[CH:29][CH:28]=2)=[C:17]2[CH2:22][C:21]([CH3:24])([CH3:23])[CH2:20][C:19]([CH3:26])([CH3:25])[CH2:18]2)=[CH:12][C:11]=1[OH:33])C.C([O-])([O-])=O.[K+].[K+]>CC(C)=O>[CH3:8][C:10]1[CH:15]=[CH:14][C:13]([C:16]([C:27]2[CH:32]=[CH:31][CH:30]=[CH:29][CH:28]=2)=[C:17]2[CH2:22][C:21]([CH3:23])([CH3:24])[CH2:20][C:19]([CH3:26])([CH3:25])[CH2:18]2)=[CH:12][C:11]=1[O:33][CH2:6][C:5]([O:4][CH2:3][CH3:2])=[O:7] |f:2.3.4|. Procedure details: Bromoethylacetate (187 mg, 1.12 mmol), compound 41 (150 mg, 0.449 mmol), and K2CO3 (185 mg, 1.34 mmol) were combined with dry acetone (5 mL) in a sealed microwave vessel. The mixture was heated at 100° C. for 20 minutes in a Personal Chemistry Emrys Optimizer microwave. The reaction was allowed to cool to room temperature and the solids filtered. The solids were rinsed twice with acetone and the solvent was removed in vacuuo to give 187 mg (99%) of compound 42. The crude material was used withou... Starting materials: NN1C(N=C(C=C1N)N)=S (1,4,6-triamino-2(1H)-pyrimidinethione), C(=O)O (formic acid). Yields the product NC1=CC=2N(C(=N1)S)N=CN2 (7-amino-5-mercapto-s-triazolo[1,5-c]pyrimidine). Reaction SMILES: [NH2:1][N:2]1[C:7]([NH2:8])=[CH:6][C:5]([NH2:9])=[N:4][C:3]1=[S:10].[CH:11](O)=O>>[NH2:9][C:5]1[N:4]=[C:3]([SH:10])[N:2]2[N:1]=[CH:11][N:8]=[C:7]2[CH:6]=1. Procedure details: A mixture of 1,4,6-triamino-2(1H)-pyrimidinethione (2.0 g) and 40 ml of formic acid was refluxed for seven hours. After concentrating under reduced pressure, 80 ml of water was added to the residue, the mixture was refluxed for one hour, and the crystals formed upon cooling were collected by filtration and washed with methanol, giving 1.6 g of the objective compound as faint yellow crystals.